From a dataset of the Open Reaction Database (ORD), a public repository of structured organic reaction records. describe an organic reaction: reactants, conditions, products, and yield The reactants are C(C)(C)OC1=CC=C(C=N1)[C@H](C)NC(=O)[C@@H]1[C@H](C1)C1=CC=CC=C1 ((1S,2S)-2-Phenyl-cyclopropanecarboxylic acid [(S)-1-(6-isopropoxy-pyridin-3-yl)-ethyl]-amide), COC1=CC=C(C=N1)[C@H](C)N ((S)-1-(6-methoxy-pyridin-3-yl)-ethylamine). The product is COC1=CC=C(C=N1)[C@H](C)NC(=O)[C@@H]1[C@H](C1)C1=CC=CC=C1 ((1S,2S)-2-Phenyl-cyclopropanecarboxylic acid [(S)-1-(6-methoxy-pyridin-3-yl)ethyl]-amide). RXN SMILES: [CH:1]([O:4][C:5]1[N:10]=[CH:9][C:8]([C@@H:11]([NH:13][C:14]([C@H:16]2[CH2:18][C@@H:17]2[C:19]2[CH:24]=[CH:23][CH:22]=[CH:21][CH:20]=2)=[O:15])[CH3:12])=[CH:7][CH:6]=1)(C)C.COC1N=CC([C@@H](N)C)=CC=1>>[CH3:1][O:4][C:5]1[N:10]=[CH:9][C:8]([C@@H:11]([NH:13][C:14]([C@H:16]2[CH2:18][C@@H:17]2[C:19]2[CH:24]=[CH:23][CH:22]=[CH:21][CH:20]=2)=[O:15])[CH3:12])=[CH:7][CH:6]=1. Procedure details: Prepared analogously to Compound 1 using IM46 and commercially available (S)-1-(6-methoxy-pyridin-3-yl)-ethylamine (Supplier Netchem Inc., Catalog No 517706). Yield=0.88 g (66%). 1H NMR (500 MHz, DMSO) δ 8.55 (d, 1H), 8.10 (s, 1H), 7.63 (d, 1H), 7.27 (m, 2H), 7.17 (m, 1H), 7.10 (d, 2H), 6.78 (d, 1H), 4.93 (m, 1H), 3.72 (s, 3H), 2.21 (m, 1H), 1.90 (m, 1H), 1.37 (m, 4H), 1.20 (m, 1H). LC-MS (m/z) 297.4 (MH+), tR=1.36 min (method A). Reactants: CS(=O)(=O)OCC(C)N1C2=CC=CC=C2SC=2C=CC(=CC12)C#N ((2RS)-2-(2-cyano-l0-phenothiazinyl)-1-propyl methanesulphonate), N1CCCC1 (pyrrolidine). Run in C1(=CC=CC=C1)C (toluene). Run at time 24 hour. The product is N1(CCCC1)CC(C)N1C2=CC=CC=C2SC=2C=CC(=CC12)C#N (10-[(2RS)-l-(l-Pyrrolidinyl)-2-propyl]-2-phenothiazinecarbonitrile). RXN SMILES: CS(O[CH2:6][CH:7]([N:9]1[C:22]2[CH:21]=[C:20]([C:23]#[N:24])[CH:19]=[CH:18][C:17]=2[S:16][C:15]2[C:10]1=[CH:11][CH:12]=[CH:13][CH:14]=2)[CH3:8])(=O)=O.[NH:25]1[CH2:29][CH2:28][CH2:27][CH2:26]1>C1(C)C=CC=CC=1>[N:25]1([CH2:6][CH:7]([N:9]2[C:22]3[CH:21]=[C:20]([C:23]#[N:24])[CH:19]=[CH:18][C:17]=3[S:16][C:15]3[C:10]2=[CH:11][CH:12]=[CH:13][CH:14]=3)[CH3:8])[CH2:29][CH2:28][CH2:27][CH2:26]1. Procedure details: A mixture of (2RS)-2-(2-cyano-l0-phenothiazinyl)-1-propyl methanesulphonate (10 g) and pyrrolidine (11.6 cc) in toluene (50 cc) is brought to 90° C. with stirring for 24 hours. After being cooled, the mixture is concentrated to dryness under reduced pressure (30 mm Hg; 4 kPa) at 40° C. and the residue is taken up with ethyl ether (200 cc) and 4N aqueous sodium hydroxide solution (15 cc). After the mixture has been stirred for 10 minutes, settling is allowed to take place and the organic phase is... Starting materials: C1(=CC=C(C=C1)C=O)C (p-tolualdehyde), C(C)(=O)OCC (ethyl acetate), CC(=O)C (acetone), [OH-].[Na+] (sodium hydroxide), O (water). Conditions: time 30 minute. The product is C1(=CC=C(C=C1)C=CC(C)=O)C (4-(p-tolyl)-3-buten-2-one). Isolated yield 84.3%. As a reaction SMILES: [C:1]1([CH3:9])[CH:6]=[CH:5][C:4]([CH:7]=O)=[CH:3][CH:2]=1.[OH-].[Na+].O.C(OCC)(=O)C.[CH3:19][C:20]([CH3:22])=[O:21]>>[C:1]1([CH3:9])[CH:6]=[CH:5][C:4]([CH:7]=[CH:19][C:20](=[O:21])[CH3:22])=[CH:3][CH:2]=1 |f:1.2|. Reported procedure: In a 250 ml single neck flask was charged 12.1 g (100 mmoles,1.0 eq) of p-tolualdehyde dissolved in 30 ml of acetone. To this was added 5 g of 10% aqueous sodium hydroxide solution (12.5 mmoles, 0.125 eq), dropwise and during the course of addition, temperature was kept no higher than 25° C., while the mixture was agitated continuously for 30 minutes. To the mixture was added 50 ml of water, followed by 100 ml of ethyl acetate, the phases were separated and the organic phase was washed with wate... Starting materials: O(C1=CC=CC=C1)C(C(=O)O)CCC (2-phenoxyvaleric acid), C(C)(C)OC(C)C (diisopropyl ether), [N+](=O)(O)[O-].O([N+](=O)[O-])CCN (2-nitroxyethylamine nitrate). The product is O([N+](=O)[O-])CCNC(C(CCC)OC1=CC=CC=C1)=O (N-(2-Nitroxyethyl)-2-phenoxypentanamide). The yield is 54.9%. As a reaction SMILES: [O:1]([CH:8]([CH2:12][CH2:13][CH3:14])[C:9]([OH:11])=O)[C:2]1[CH:7]=[CH:6][CH:5]=[CH:4][CH:3]=1.[N+]([O-])(O)=O.[O:19]([CH2:23][CH2:24][NH2:25])[N+:20]([O-:22])=[O:21].C(OC(C)C)(C)C>>[O:19]([CH2:23][CH2:24][NH:25][C:9](=[O:11])[CH:8]([O:1][C:2]1[CH:3]=[CH:4][CH:5]=[CH:6][CH:7]=1)[CH2:12][CH2:13][CH3:14])[N+:20]([O-:22])=[O:21] |f:1.2|. Procedure details: Following a similar treatment to that in Example 2 and using 0.69 g of 2-phenoxyvaleric acid and 0.60 g of 2-nitroxyethylamine nitrate, 0.55 g of the title compound was obtained as colorless acicular prisms (solvent for recrystallization; diisopropyl ether).